This data is from the Open Reaction Database (ORD), a public repository of structured organic reaction records. The task is: describe an organic reaction: reactants, conditions, products, and yield Reactants: OC(C(=O)O)[C@H](CCCC)NC(=O)OC(C)(C)C ((2RS,3S)-2-hydroxy-3-[N-(2-methyl-2-propyloxycarbonyl)amino]heptanoic acid), C(C1=CC=CC=C1)Br (benzyl bromide), suspension, C(O)([O-])=O.[Na+] (sodium hydrogen carbonate), OC(C(=O)OCC1=CC=CC=C1)[C@H](CCCC)NC(=O)OC(C)(C)C (phenylmethyl (2RS,3S)-2-hydroxy-3-[N-(2-methyl-2-propyloxycarbonyl)amino]heptanoate), C(C)(=O)OCC.Cl (hydrogen chloride-ethyl acetate). Run in CN(C=O)C (dimethylformamide), C(C)(=O)OCC (ethyl acetate). Run at time 18 hour. The product is N[C@H](C(C(=O)OCC1=CC=CC=C1)O)CCCC (phenylmethyl (2RS,3S)-3-amino-2-hydroxyheptanoate). RXN SMILES: OC([C@@H](NC(OC(C)(C)C)=O)CCCC)C(O)=O.C(=O)([O-])O.[Na+].C(Br)C1C=CC=CC=1.[OH:32][CH:33]([C@@H:44]([NH:49]C(OC(C)(C)C)=O)[CH2:45][CH2:46][CH2:47][CH3:48])[C:34]([O:36][CH2:37][C:38]1[CH:43]=[CH:42][CH:41]=[CH:40][CH:39]=1)=[O:35].C(OCC)(=O)C.Cl>C(OCC)(=O)C.CN(C)C=O>[NH2:49][C@@H:44]([CH2:45][CH2:46][CH2:47][CH3:48])[CH:33]([OH:32])[C:34]([O:36][CH2:37][C:38]1[CH:39]=[CH:40][CH:41]=[CH:42][CH:43]=1)=[O:35] |f:1.2,5.6|. Procedure: To 13.1 g (50 mmol) of (2RS,3S)-2-hydroxy-3-[N-(2-methyl-2-propyloxycarbonyl)amino]heptanoic acid synthesized in accordance with the method described in Reference Example 11 and 100 ml of suspension of dimethylfomiamide of 6.3 g (75 mmol) of sodium hydrogen carbonate, 20 ml of dimethylformamide solution of 9.4 g (55 mmol) of benzyl bromide was added and stirred at the room temperature for 18 hours. The reaction solution was added with ethyl acetate and washed with water twice and washed with sat... The reactants are ClC1=CC(=NC(=C1)Cl)C(=O)OC (methyl 4,6-dichloro-picolinate), ClC1=C(C=CC(=C1)C(F)(F)F)O (chloro-4-trifluoromethyl-phenol), C([O-])([O-])=O.[K+].[K+] (potassium carbonate). Solvent: CN(C=O)C (dimethylformamide). Reaction conditions: temperature 120 celsius. The product is ClC1=NC(=CC(=C1)OC1=C(C=C(C=C1)C(F)(F)F)Cl)C(=O)OC (Chloro-6-methoxycarbonyl-4-(2 chloro-4-trifluoromethylphenoxy)-pyridine). Reaction SMILES: Cl[C:2]1[CH:7]=[C:6]([Cl:8])[N:5]=[C:4]([C:9]([O:11][CH3:12])=[O:10])[CH:3]=1.[Cl:13][C:14]1[CH:19]=[C:18]([C:20]([F:23])([F:22])[F:21])[CH:17]=[CH:16][C:15]=1[OH:24].C(=O)([O-])[O-].[K+].[K+]>CN(C)C=O>[Cl:8][C:6]1[CH:7]=[C:2]([O:24][C:15]2[CH:16]=[CH:17][C:18]([C:20]([F:21])([F:22])[F:23])=[CH:19][C:14]=2[Cl:13])[CH:3]=[C:4]([C:9]([O:11][CH3:12])=[O:10])[N:5]=1 |f:2.3.4|. Procedure details: A mixture consisting of 2.06 gm (0.01 mol) of methyl 4,6-dichloro-picolinate, 2.15 gm (0.011 mol) of chloro-4-trifluoromethyl-phenol, 1.5 gm of pulverized potassium carbonate and 5 ml of dimethylformamide was heated at 120° C. for one hour, while stirring. The mixture solidified. The solid mass was stirred and decanted several times with ice water, then acidified with acetic acid, and finally extracted with ethyl acetate. The organic phase was separated, washed with water and dried with sodium s... The reactants are N#Cc1ccc(OB(O)O)cc1, O=C([O-])[O-], CN(C)C=O, CCOC(C)=O, [K+], [K+], N#Cc1cc(Br)c(-c2ccco2)nc1N, O. The product is N#Cc1ccc(-c2cc(C#N)c(N)nc2-c2ccco2)cc1. Reaction SMILES: [C:16](#[N:17])[c:18]1[cH:19][cH:20][c:21]([O:24][B:25]([OH:26])[OH:27])[cH:22][cH:23]1.[C:28](=[O:29])([O-:30])[O-:31].[CH3:34][N:35]([CH3:36])[CH:37]=[O:38].[CH3:39][CH2:40][O:41][C:42](=[O:43])[CH3:44].[K+:32].[K+:33].[NH2:1][c:2]1[c:3]([C:4]#[N:5])[cH:6][c:7]([Br:15])[c:8](-[c:10]2[o:11][cH:12][cH:13][cH:14]2)[n:9]1.[OH2:45]>>[NH2:1][c:2]1[c:3]([C:4]#[N:5])[cH:6][c:7](-[c:21]2[cH:20][cH:19][c:18]([C:16]#[N:17])[cH:23][cH:22]2)[c:8](-[c:10]2[o:11][cH:12][cH:13][cH:14]2)[n:9]1. Starting materials: C1OC=2C=C(C=CC2O1)C1=C(C(C2=CC=CC=C12)=O)C(=O)OCC (ethyl 3-(3,4-methylenedioxyphenyl)-1-oxoindene-2-carboxylate), FC1=CC=C(C=C1)[Mg]Br (4-fluorophenyl magnesium bromide). Solvent: C1CCOC1 (THF). Conditions: time 45 minute. Yields the product FC1=CC=C(C=C1)C1(C(=C(C2=CC=CC=C12)C1=CC2=C(C=C1)OCO2)C(=O)OCC)O (Ethyl(1RS)-1-(4-Fluorophenyl)-1-hydroxy-3-(3,4-methylenedioxyphenyl)indene-2-carboxylate). Yield: 34.7%. RXN SMILES: [CH2:1]1[O:9][C:8]2[CH:7]=[CH:6][C:5]([C:10]3[C:18]4[C:13](=[CH:14][CH:15]=[CH:16][CH:17]=4)[C:12](=[O:19])[C:11]=3[C:20]([O:22][CH2:23][CH3:24])=[O:21])=[CH:4][C:3]=2[O:2]1.[F:25][C:26]1[CH:31]=[CH:30][C:29]([Mg]Br)=[CH:28][CH:27]=1>C1COCC1>[F:25][C:26]1[CH:31]=[CH:30][C:29]([C:12]2([OH:19])[C:13]3[C:18](=[CH:17][CH:16]=[CH:15][CH:14]=3)[C:10]([C:5]3[CH:6]=[CH:7][C:8]4[O:9][CH2:1][O:2][C:3]=4[CH:4]=3)=[C:11]2[C:20]([O:22][CH2:23][CH3:24])=[O:21])=[CH:28][CH:27]=1. Procedure: To a solution of ethyl 3-(3,4-methylenedioxyphenyl)-1-oxoindene-2-carboxylate (100 mg, 0.31 mmol) in THF (5 ml) under an argon atmosphere at 0° C. was added a solution of freshly prepared 4-fluorophenyl magnesium bromide (0.62 mmol). After stirring for 45 min, the mixture was partitioned between 3M HCl and EtOAc. The organic extract was washed successively with H2O, 5% aqueous NaHCO3 and saturated aqueous NaCl. The solvent was removed in vacuo, and the residue was purified by flash chromatograph... Reactants: C(C1=CC=CC=C1)(=O)NC(=NCCC(C1=CC=CC=C1)C1=CC=CC=C1)NCCCC=1N=CNC1 (N-benzoyl-N'-[3-(imidazol-4-yl) propyl]-N"-(3,3-diphenylpropyl)-guanidine). Run in Cl (hydrochloric acid). The product is N1C=NC(=C1)CCCNC(=N)NCCC(C1=CC=CC=C1)C1=CC=CC=C1 (N-[3-(Imidazol-4-yl)propyl]-N'-(3.3-diphenylpropyl)-guanidine). As a reaction SMILES: C([NH:9][C:10]([NH:27][CH2:28][CH2:29][CH2:30][C:31]1[N:32]=[CH:33][NH:34][CH:35]=1)=[N:11][CH2:12][CH2:13][CH:14]([C:21]1[CH:26]=[CH:25][CH:24]=[CH:23][CH:22]=1)[C:15]1[CH:20]=[CH:19][CH:18]=[CH:17][CH:16]=1)(=O)C1C=CC=CC=1>Cl>[NH:34]1[CH:35]=[C:31]([CH2:30][CH2:29][CH2:28][NH:27][C:10]([NH:11][CH2:12][CH2:13][CH:14]([C:21]2[CH:26]=[CH:25][CH:24]=[CH:23][CH:22]=2)[C:15]2[CH:20]=[CH:19][CH:18]=[CH:17][CH:16]=2)=[NH:9])[N:32]=[CH:33]1. Procedure details: 0.84 g (1.8 mmol) of N-benzoyl-N'-[3-(imidazol-4-yl) propyl]-N"-(3,3-diphenylpropyl)-guanidine are heated under reflux in 45 ml of 20% hydrochloric acid for 7 hours. The method of working up is analogous to that of Example 58. Reactants: C(C)(C)(C)OC(=O)N(C(=O)OC(C)(C)C)CCCC12BBBBBBBC(BB1)B2 (di-tert-butyl[3-(2,3,4,5,6,7,8,10,11,12-decaborabicyclo[7.2.1]dodec-1-yl)propyl]imidodicarbonate). Solvent: Cl (HCl), CCOC(=O)C (EtOAc). Run at time 8 hour. Product: C12(BBBBBBBC(BB1)B2)CCCN (3-(2,3,4,5,6,7,8,10,11,12-decaborabicyclo[7.2.1]dodec-1-yl)-propane-1-amine). Isolated yield 76.0%. RXN SMILES: C(OC([N:8]([CH2:16][CH2:17][CH2:18][C:19]12[BH:30][CH:27]([BH:28][BH:29]1)[BH:26][BH:25][BH:24][BH:23][BH:22][BH:21][BH:20]2)C(OC(C)(C)C)=O)=O)(C)(C)C>Cl.CCOC(C)=O>[C:19]12([CH2:18][CH2:17][CH2:16][NH2:8])[BH:30][CH:27]([BH:28][BH:29]1)[BH:26][BH:25][BH:24][BH:23][BH:22][BH:21][BH:20]2. Procedure details: Di-tert-butyl[3-(2,3,4,5,6,7,8,10,11,12-decaborabicyclo[7.2.1]dodec-1-yl)propyl]imidodicarbonate from Example 1 (2.21 g, 5.50 mol) was dissolved in a saturated solution of HCl in EtOAc (100 ml). The solution was stirred overnight at r.t. and then evaporated. The white fluffy precipitate was washed with dry ether. The precipitate was then dissolved in water and the solution was basified with an aqueous saturated solution of Na2CO3 (40 ml). The aqueous layer was extracted with ether and the combin... Reactants: C(C1=CC=CC=C1)OC1=C(C=C(C(=O)NN)C=C1C)CC (4-benzyloxy-3-ethyl-5-methyl-benzoic acid hydrazide), C(CC)C1=CC=C(S1)C(=O)O (5-propyl-thiophene-2-carboxylic acid). The product is C(C)C1=C(C(=CC(=C1)C=1OC(=NN1)C=1SC(=CC1)CCC)C)O (2-Ethyl-6-methyl-4-[5-(5-propyl-thiophen-2-yl)-[1,3,4]oxadiazol-2-yl]-phenol). RXN SMILES: C([O:8][C:9]1[C:18]([CH3:19])=[CH:17][C:12]([C:13]([NH:15][NH2:16])=O)=[CH:11][C:10]=1[CH2:20][CH3:21])C1C=CC=CC=1.[CH2:22]([C:25]1[S:29][C:28]([C:30]([OH:32])=O)=[CH:27][CH:26]=1)[CH2:23][CH3:24]>>[CH2:20]([C:10]1[CH:11]=[C:12]([C:13]2[O:32][C:30]([C:28]3[S:29][C:25]([CH2:22][CH2:23][CH3:24])=[CH:26][CH:27]=3)=[N:16][N:15]=2)[CH:17]=[C:18]([CH3:19])[C:9]=1[OH:8])[CH3:21]. Procedure details: 2-Ethyl-6-methyl-4-[5-(5-propyl-thiophen-2-yl)-[1,3,4]oxadiazol-2-yl]-phenol is prepared in analogy to Example 29 starting from 4-benzyloxy-3-ethyl-5-methyl-benzoic acid hydrazide and 5-propyl-thiophene-2-carboxylic acid; LC-MS: tR=0.99 min, [M+1]+=329.13. Reactants: [Ag+2], O=C([O-])[O-], CC(C)I, O=C(O)c1ccc(CC(=O)c2ccc(F)cc2)cc1. Product: CC(C)OC(=O)c1ccc(CC(=O)c2ccc(F)cc2)cc1. RXN SMILES: [Ag+2:28].[C:24](=[O:25])([O-:26])[O-:27].[CH:20]([CH3:21])([CH3:22])[I:23].[F:1][c:2]1[cH:3][cH:4][c:5]([C:8]([CH2:9][c:10]2[cH:11][cH:12][c:13]([C:14](=[O:15])[OH:16])[cH:17][cH:18]2)=[O:19])[cH:6][cH:7]1>>[F:1][c:2]1[cH:3][cH:4][c:5]([C:8]([CH2:9][c:10]2[cH:11][cH:12][c:13]([C:14]([O:15][CH:20]([CH3:21])[CH3:22])=[O:16])[cH:17][cH:18]2)=[O:19])[cH:6][cH:7]1. The solvent is C(C)O (ethanol). Reported procedure: To a mixture of (2R,4S)-4-amino-5-biphenyl-4-yl-2-methyl-pentanoic acid ethyl ester hydrochloride (Intermediate 29: 70 mg, 0.201 mmol) and 3-chlorocarbonylbenzoic acid methyl ester (0.302 mmol) in methylene chloride (0.5 mL) is added pyridine (0.5 mL) and the mixture is stirred at room temperature for 24 hours. The solvents are removed under reduced pressure and ethyl acetate is added. The solution is washed with aqueous 1M HCl and brine and the organic phase is dried over sodium sulfate. The so... Reactants: C1(=CC=C(C=C1)C[C@H](C[C@@H](C)C(=O)OCC)NC(C=1C=C(C(=O)O)C=CC1)=O)C1=CC=CC=C1 (N-((1S,3R)-1-biphenyl-4-ylmethyl-3-ethoxycarbonyl-butyl)-isophthalamic acid), [OH-].[Na+] (NaOH). The product is C1(=CC=C(C=C1)C[C@H](C[C@@H](C)C(=O)O)NC(C=1C=C(C(=O)O)C=CC1)=O)C1=CC=CC=C1 (N-((1S,3R)-1-biphenyl-4-ylmethyl-3-carboxy-butyl)-isophthalamic acid). Run at temperature 55 celsius, time 5 hour. RXN SMILES: [C:1]1([C:29]2[CH:34]=[CH:33][CH:32]=[CH:31][CH:30]=2)[CH:6]=[CH:5][C:4]([CH2:7][C@@H:8]([NH:17][C:18](=[O:28])[C:19]2[CH:20]=[C:21]([CH:25]=[CH:26][CH:27]=2)[C:22]([OH:24])=[O:23])[CH2:9][C@H:10]([C:12]([O:14]CC)=[O:13])[CH3:11])=[CH:3][CH:2]=1.[OH-].[Na+]>C(O)C>[C:1]1([C:29]2[CH:34]=[CH:33][CH:32]=[CH:31][CH:30]=2)[CH:2]=[CH:3][C:4]([CH2:7][C@@H:8]([NH:17][C:18](=[O:28])[C:19]2[CH:20]=[C:21]([CH:25]=[CH:26][CH:27]=2)[C:22]([OH:24])=[O:23])[CH2:9][C@H:10]([C:12]([OH:14])=[O:13])[CH3:11])=[CH:5][CH:6]=1 |f:1.2|.